Dataset: the Open Reaction Database (ORD), a public repository of structured organic reaction records. Task: describe an organic reaction: reactants, conditions, products, and yield Reactants: C12CN(CC2C1)C=1SC=C(N1)C1=C(C=C(C=C1)F)F (2-(3-azabicyclo[3.1.0]hexan-3-yl)-4-(2,4-difluorophenyl)thiazole), C12CN(CC2C1)C=1SC=C(N1)C1=C(C=C(C=C1)F)F (2-(3-azabicyclo[3.1.0]hexan-3-yl)-4-(2,4-difluorophenyl)thiazole), BrC1=CC=C(C=C1)S(=O)(=O)N (4-bromobenzenesulfonamide), C(C)(=O)[O-].[K+] (potassium acetate). The reagents and catalysts are C(C)(=O)[O-].[Pd+2].C(C)(=O)[O-] (palladium (II) acetate). Run in CC(=O)N(C)C (dimethyl acetamide). Reaction conditions: temperature 150 celsius. Product: C12CN(CC2C1)C=1SC(=C(N1)C1=C(C=C(C=C1)F)F)C1=CC=C(C=C1)S(=O)(=O)N (4-(2-(3-azabicyclo[3.1.0]hexan-3-yl)-4-(2,4-difluorophenyl)thiazol-5-yl)benzenesulfonamide). Isolated yield 24.8%. Reaction SMILES: [CH:1]12[CH2:6][CH:5]1[CH2:4][N:3]([C:7]1[S:8][CH:9]=[C:10]([C:12]3[CH:17]=[CH:16][C:15]([F:18])=[CH:14][C:13]=3[F:19])[N:11]=1)[CH2:2]2.Br[C:21]1[CH:26]=[CH:25][C:24]([S:27]([NH2:30])(=[O:29])=[O:28])=[CH:23][CH:22]=1.C([O-])(=O)C.[K+]>CC(N(C)C)=O.C([O-])(=O)C.[Pd+2].C([O-])(=O)C>[CH:5]12[CH2:6][CH:1]1[CH2:2][N:3]([C:7]1[S:8][C:9]([C:21]3[CH:26]=[CH:25][C:24]([S:27]([NH2:30])(=[O:29])=[O:28])=[CH:23][CH:22]=3)=[C:10]([C:12]3[CH:17]=[CH:16][C:15]([F:18])=[CH:14][C:13]=3[F:19])[N:11]=1)[CH2:4]2 |f:2.3,5.6.7|. Procedure details: To a solution of 2-(3-azabicyclo[3.1.0]hexan-3-yl)-4-(2,4-difluorophenyl)thiazole (Step 2 of compound 66, 0.23 g, 0.82 mmol) in dimethyl acetamide (5 ml) were added 4-bromobenzenesulfonamide (0.21 g, 0.90 mmol) and potassium acetate (0.16 g, 1.65 mmol) at 25° C. in a tube, the nitrogen gas was bubbled through reaction mixture for 15 minutes. To the reaction mixture was added palladium (II) acetate (0.019 gm, 0.08 mmol) under nitrogen and the reaction mixture was heated at 150° C. for 15 hr with ...